Dataset: the Open Reaction Database (ORD), a public repository of structured organic reaction records. Task: describe an organic reaction: reactants, conditions, products, and yield Starting materials: C1CN2CCC1CC2, CC(C)(CCOS(C)(=O)=O)N=[N+]=[N-], CCCC(C)=O. Product: CC(C)(CC[N+]12CCC(CC1)CC2)N=[N+]=[N-], CS(=O)(=O)[O-]. Reaction SMILES: [CH2:14]1[CH2:15][N:16]2[CH2:17][CH2:18][CH:19]1[CH2:20][CH2:21]2.[CH3:1][S:2](=[O:3])(=[O:4])[O:5][CH2:6][CH2:7][C:8]([CH3:9])([CH3:10])[N:11]=[N+:12]=[N-:13].[CH3:22][C:23](=[O:24])[CH2:25][CH2:26][CH3:27]>>[CH2:6]([CH2:7][C:8]([CH3:9])([CH3:10])[N:11]=[N+:12]=[N-:13])[N+:16]12[CH2:15][CH2:14][CH:19]([CH2:18][CH2:17]1)[CH2:20][CH2:21]2.[CH3:1][S:2](=[O:3])(=[O:4])[O-:5]. Reactants: C(C=C)C=1C=C(C(=NC1)C=O)[SiH](C)C (5-allyldimethylsilyl-2-pyridinecarboxaldehyde), [BH4-].[Na+] (sodium borohydride). The solvent is CCO (EtOH). Reaction conditions: time 30 minute. Product: C(C=C)C=1C=C(C(=NC1)CO)[SiH](C)C (5-Allyldimethylsilyl-2-hydroxymethylpyridine). The yield is 86.8%. Reaction SMILES: [CH2:1]([C:4]1[CH:5]=[C:6]([SiH:12]([CH3:14])[CH3:13])[C:7]([CH:10]=[O:11])=[N:8][CH:9]=1)[CH:2]=[CH2:3].[BH4-].[Na+]>CCO>[CH2:1]([C:4]1[CH:5]=[C:6]([SiH:12]([CH3:14])[CH3:13])[C:7]([CH2:10][OH:11])=[N:8][CH:9]=1)[CH:2]=[CH2:3] |f:1.2|. Reported procedure: To a solution of 5-allyldimethylsilyl-2-pyridinecarboxaldehyde (8 Scheme 27, 3.1 g, 15 mmol) in EtOH (80 mL) was added sodium borohydride (1.1 g, 30 mmol) portion-wise for 10 min at room temperature. After further stirring for 30 min, excess sodium borohydride was quenched by slow addition of acetone (5 mL) to the reaction mixture. The solvent was evaporated and the residue was extracted with ethyl acetate/brine. The organic layer was dried (Na2SO4) and concentrated to afford an oil (2.7 g, 87%)... The reactants are CNCCC#CC1=NC=CC=C1 (N-methyl-4-(pyridin-2-yl)but-3-yn-1-amine), FC=1C=C(C(=O)Cl)C=CC1 (3-fluorobenzoyl chloride). Product: FC=1C=C(C(=O)N(CCC#CC2=NC=CC=C2)C)C=CC1 (3-fluoro-N-methyl-N-(4-(pyridin-2-yl)but-3-ynyl)benzamide). Isolated yield 38.8%. As a reaction SMILES: [CH3:1][NH:2][CH2:3][CH2:4][C:5]#[C:6][C:7]1[CH:12]=[CH:11][CH:10]=[CH:9][N:8]=1.[F:13][C:14]1[CH:15]=[C:16]([CH:20]=[CH:21][CH:22]=1)[C:17](Cl)=[O:18]>>[F:13][C:14]1[CH:15]=[C:16]([CH:20]=[CH:21][CH:22]=1)[C:17]([N:2]([CH3:1])[CH2:3][CH2:4][C:5]#[C:6][C:7]1[CH:12]=[CH:11][CH:10]=[CH:9][N:8]=1)=[O:18]. Procedure details: The title compound was prepared in accordance with the general method of Example 199(D), from N-methyl-4-(pyridin-2-yl)but-3-yn-1-amine (50 mg, 0.31 mmol) and 3-fluorobenzoyl chloride (64 mg, 0.41 mmol). The crude residue was purified over silicagel chromatography (prepacked 10 g silicagel column, DCM/MeOH: from 100/0 to 97/3 as eluent) to afford 34 mg of 3-fluoro-N-methyl-N-(4-(pyridin-2-yl)but-3-ynyl)benzamide as a brown oil (Yield: 39%). Reactants: O (Water), [H-].[Na+] (Sodium hydride), NC=1SC=C(N1)C (2-amino-4-methylthiazol), C(C)OC(C(=O)OCC)SC1=C2C(=NC=N1)N(N=C2)C2=C(C=CC=C2)OC (ethyl ethoxy{[1-(2-methoxyphenyl)-1H-pyrazolo[3,4-d]pyrimidin-4-yl]thio}acetate). Run in C(Cl)Cl (DCM), C1CCOC1 (THF). Run at time 1 hour. Yields the product C(C)OC(C(=O)NC=1SC=C(N1)C)SC1=C2C(=NC=N1)N(N=C2)C2=C(C=CC=C2)OC (2-Ethoxy-2-{[1-(2-methoxyphenyl)-1H-pyrazolo[3,4-d]pyrimidin-4-yl]thio}-N-(4-methyl-1,3-thiazol-2-yl)acetamide). Isolated yield 1.9%. Reaction SMILES: [H-].[Na+].[NH2:3][C:4]1[S:5][CH:6]=[C:7]([CH3:9])[N:8]=1.[CH2:10]([O:12][CH:13]([S:19][C:20]1[N:25]=[CH:24][N:23]=[C:22]2[N:26]([C:29]3[CH:34]=[CH:33][CH:32]=[CH:31][C:30]=3[O:35][CH3:36])[N:27]=[CH:28][C:21]=12)[C:14](OCC)=[O:15])[CH3:11].O>C1COCC1.C(Cl)Cl>[CH2:10]([O:12][CH:13]([S:19][C:20]1[N:25]=[CH:24][N:23]=[C:22]2[N:26]([C:29]3[CH:34]=[CH:33][CH:32]=[CH:31][C:30]=3[O:35][CH3:36])[N:27]=[CH:28][C:21]=12)[C:14]([NH:3][C:4]1[S:5][CH:6]=[C:7]([CH3:9])[N:8]=1)=[O:15])[CH3:11] |f:0.1|. Reported procedure: Sodium hydride (95%, 3.7 mg, 0.15 mmol) was added to a stirred solution of 2-amino-4-methylthiazol (17.6 mg, 0.154 mmol) in anhydrous THF (4 mL). The reaction mixture was kept at ambient temperature for 5 minutes before ethyl ethoxy{[1-(2-methoxyphenyl)-1H-pyrazolo[3,4-d]pyrimidin-4-yl]thio}acetate (50 mg, 0.129 mmol) was added. The reaction mixture was stirred at ambient temperature for 1 h. Water and DCM were added and the two phases were separated. The organic phase was dried over MgSO4 and c...